describe an organic reaction: reactants, conditions, products, and yield From a dataset of the Open Reaction Database (ORD), a public repository of structured organic reaction records. Reactants: CCN(CCO)S(=O)(=O)c1cccc2cnccc12, ClCCl, Cc1ccc(S(=O)(=O)Cl)cc1, c1ccncc1. Yields the product CCN(CCOS(=O)(=O)c1ccc(C)cc1)S(=O)(=O)c1cccc2cnccc12. As a reaction SMILES: [CH2:1]([CH3:2])[N:3]([S:4](=[O:5])(=[O:6])[c:7]1[c:8]2[cH:9][cH:10][n:11][cH:12][c:13]2[cH:14][cH:15][cH:16]1)[CH2:17][CH2:18][OH:19].[Cl:37][CH2:38][Cl:39].[c:26]1([CH3:36])[cH:27][cH:28][c:29]([S:32](=[O:33])(=[O:34])[Cl:35])[cH:30][cH:31]1.[cH:20]1[cH:21][cH:22][n:23][cH:24][cH:25]1>>[CH2:1]([CH3:2])[N:3]([S:4](=[O:5])(=[O:6])[c:7]1[c:8]2[cH:9][cH:10][n:11][cH:12][c:13]2[cH:14][cH:15][cH:16]1)[CH2:17][CH2:18][O:19][S:32]([c:29]1[cH:28][cH:27][c:26]([CH3:36])[cH:31][cH:30]1)(=[O:33])=[O:34]. Reactants: C(C)(=O)OC1CC2=CC=CC(=C2C1)N1C=CC=C1 (4-(1-pyrrolyl)-2-indanyl acetate), [OH-].[K+] (potassium hydroxide). The solvent is O (water), C(C)O (ethanol). Product: N1(C=CC=C1)C1=C2CC(CC2=CC=C1)O (4-(1-pyrrolyl)-2-indanol). Isolated yield 52.7%. Reaction SMILES: C([O:4][CH:5]1[CH2:13][C:12]2[C:7](=[CH:8][CH:9]=[CH:10][C:11]=2[N:14]2[CH:18]=[CH:17][CH:16]=[CH:15]2)[CH2:6]1)(=O)C.[OH-].[K+]>O.C(O)C>[N:14]1([C:11]2[CH:10]=[CH:9][CH:8]=[C:7]3[C:12]=2[CH2:13][CH:5]([OH:4])[CH2:6]3)[CH:15]=[CH:16][CH:17]=[CH:18]1 |f:1.2|. Procedure details: In the manner of Example 1, step H, hydrolysis of 0.84 g (0.004 mole) of 4-(1-pyrrolyl)-2-indanyl acetate with 0.28 g (0.005 mole) of potassium hydroxide in 5 mL of water and 10 mL of ethanol gave 0.42 g of 4-(1-pyrrolyl)-2-indanol. Reactants: C(C#CC)OC1=NC=NC(=C1)NCC(F)(F)F (4-(2-butynyloxy)-6-(2,2,2-trifluoroethylamino)pyrimidine), C(C)I (ethyl iodide), ice water, O1CCCC1 (tetrahydrofuran), O1CCCC1 (tetrahydrofuran), [H-].[Na+] (sodium hydride). Solvent: CN(C=O)C (N,N-dimethylformamide). Reaction conditions: time 1 hour. The product is C(C#CC)OC1=NC=NC(=C1)N(CC(F)(F)F)CC (4-(2-butynyloxy)-6-(N-ethyl-N-2,2,2-trifluoroethylamino)pyrimidine). The yield is 83.0%. As a reaction SMILES: [CH2:1]([O:5][C:6]1[CH:11]=[C:10]([NH:12][CH2:13][C:14]([F:17])([F:16])[F:15])[N:9]=[CH:8][N:7]=1)[C:2]#[C:3][CH3:4].[CH2:18](I)[CH3:19].[H-].[Na+].O1CCCC1>CN(C)C=O>[CH2:1]([O:5][C:6]1[CH:11]=[C:10]([N:12]([CH2:18][CH3:19])[CH2:13][C:14]([F:16])([F:17])[F:15])[N:9]=[CH:8][N:7]=1)[C:2]#[C:3][CH3:4] |f:2.3|. Procedure details: In 2 ml of N,N-dimethylformamide were dissolved 40 mg of 4-(2-butynyloxy)-6-(2,2,2-trifluoroethylamino)pyrimidine and 31 mg of ethyl iodide, to which 8 mg of sodium hydride (60% in oil) was added, followed by stirring at room temperature for 1 hour. Then, 6 ml of tetrahydrofuran was added, and the mixture was further stirred at room temperature for 4.5 hours. Then, ice water was added to the reaction mixture, from which the tetrahydrofuran was distilled out under reduced pressure. The residue wa... Product: CCOC(Cc1c(C)cc(OCc2csc(-c3ccc(Cl)cc3)n2)cc1C)C(=O)OC. The reactants are O=C([O-])[O-], CCOC(Cc1c(C)cc(O)cc1C)C(=O)OC, ClCc1csc(-c2ccc(Cl)cc2)n1, [Cs+], [Cs+], [I-], [K+]. RXN SMILES: [C:33](=[O:34])([O-:35])[O-:36].[CH3:1][O:2][C:3]([CH:4]([CH2:5][c:6]1[c:7]([CH3:14])[cH:8][c:9]([OH:13])[cH:10][c:11]1[CH3:12])[O:15][CH2:16][CH3:17])=[O:18].[Cl:19][CH2:20][c:21]1[n:22][c:23](-[c:26]2[cH:27][cH:28][c:29]([Cl:32])[cH:30][cH:31]2)[s:24][cH:25]1.[Cs+:37].[Cs+:38].[I-:40].[K+:39]>>[CH3:1][O:2][C:3]([CH:4]([CH2:5][c:6]1[c:7]([CH3:14])[cH:8][c:9]([O:13][CH2:20][c:21]2[n:22][c:23](-[c:26]3[cH:27][cH:28][c:29]([Cl:32])[cH:30][cH:31]3)[s:24][cH:25]2)[cH:10][c:11]1[CH3:12])[O:15][CH2:16][CH3:17])=[O:18]. The reactants are N1C=CC2=CC=C(C=C12)C=O (1H-indole-6-carboxaldehyde), N1=CC=CC=C1 (pyridine), C(C)(=O)OC(C)=O (acetic anhydride), N,N-dimethylaminopyridine. Run in C(C)(=O)OCC (ethyl acetate), ClCCl (dichloromethane). Conditions: time 8 hour. Product: C(C)(=O)N1C=CC2=CC=C(C=C12)C=O (1-acetyl-1H-indole-6-carboxaldehyde). Isolated yield 68.9%. RXN SMILES: [NH:1]1[C:9]2[C:4](=[CH:5][CH:6]=[C:7]([CH:10]=[O:11])[CH:8]=2)[CH:3]=[CH:2]1.N1C=CC=CC=1.[C:18](OC(=O)C)(=[O:20])[CH3:19]>ClCCl.C(OCC)(=O)C>[C:18]([N:1]1[C:9]2[C:4](=[CH:5][CH:6]=[C:7]([CH:10]=[O:11])[CH:8]=2)[CH:3]=[CH:2]1)(=[O:20])[CH3:19]. Procedure details: To a solution of 1H-indole-6-carboxaldehyde (300 mg, 2.07 mmol) in 6.2 mL of dry dichloromethane were added pyridine (0.34 mL, 4.2 mmol), acetic anhydride (1.77 mL, 18.7 mmol), and N,N-dimethylaminopyridine (60 mg, 0.49 mmol) at room temperature, successively. After being stirred at room temperature overnight, the reaction mixture was diluted with ethyl acetate. The solution was washed with 1N HCl, saturated NaHCO3 aqueous solution, brine, dried over MgSO4, filtered, and concentrated in vacuo. T... The reactants are C1(=CC=CC=C1)C1=NSC(=N1)N1CCNCC1 (1-(3-phenyl-1,2,4-thiadiazol-5-yl)piperazine), COC1=CC=CC2=C1C(=NO2)N(C(=O)OCC(Cl)(Cl)Cl)C(=O)OCC(Cl)(Cl)Cl (bis(2,2,2-trichloroethyl) (4-methoxy-1,2-benzisoxazol-3-yl)imidodicarbonate), C(C)(C)N(CC)C(C)C (diisopropylethylamine), CS(=O)C (dimethyl sulfoxide). The solvent is O (water). Conditions: temperature 70 celsius, time 5 hour. Product: COC1=CC=CC2=C1C(=NO2)NC(=O)N2CCN(CC2)C2=NC(=NS2)C2=CC=CC=C2 (N-(4-Methoxy-1,2-benzisoxazol-3-yl)-4-(3-phenyl-1,2,4-thiadiazol-5-yl)piperazine-1-carboxamide). Isolated yield 74.5%. RXN SMILES: [C:1]1([C:7]2[N:11]=[C:10]([N:12]3[CH2:17][CH2:16][NH:15][CH2:14][CH2:13]3)[S:9][N:8]=2)[CH:6]=[CH:5][CH:4]=[CH:3][CH:2]=1.[CH3:18][O:19][C:20]1[C:25]2[C:26]([N:29](C(OCC(Cl)(Cl)Cl)=O)[C:30](OCC(Cl)(Cl)Cl)=[O:31])=[N:27][O:28][C:24]=2[CH:23]=[CH:22][CH:21]=1.C(N(C(C)C)CC)(C)C.CS(C)=O>O>[CH3:18][O:19][C:20]1[C:25]2[C:26]([NH:29][C:30]([N:15]3[CH2:16][CH2:17][N:12]([C:10]4[S:9][N:8]=[C:7]([C:1]5[CH:2]=[CH:3][CH:4]=[CH:5][CH:6]=5)[N:11]=4)[CH2:13][CH2:14]3)=[O:31])=[N:27][O:28][C:24]=2[CH:23]=[CH:22][CH:21]=1. Procedure: A mixture of 1-(3-phenyl-1,2,4-thiadiazol-5-yl)piperazine (492 mg, 2.00 mmol), bis(2,2,2-trichloroethyl) (4-methoxy-1,2-benzisoxazol-3-yl)imidodicarbonate (515 mg, 1.00 mmol), diisopropylethylamine (0.350 ml, 2.00 mmol) and dimethyl sulfoxide (10 ml) was stirred at 70° C. for 5 hours. The reaction mixture was poured to water and extracted with ethyl acetate. The extract was washed with water and dried over anhydrous magnesium sulfate. The solvent was distilled off under reduced pressure, and the... The yield is 34.3%. Reported procedure: A solution of 1-(4'-t-butyldimethylsilyloxy-3'-methoxyphenyl)-1-butene-3-one (12.8 g, 41.8 mmol) in THF (50 mL) is cooled to -78° C. under an argon atmosphere. Lithium di-isopropyl amide (83.5 mmol, in 50 mL THF) is slowly added to the reaction mixture. The reaction is stirred at -78° C. for 30 minutes. Acetyl chloride (16.4 g, 209 mmol) dissolved in THF (20 mL) is then added to the reaction over a 30 minute period. The reaction is quenched with aqueous HCl. The layers are separated, and the aqu... RXN SMILES: [Si:1]([O:8][C:9]1[CH:14]=[CH:13][C:12]([CH:15]=[CH:16][C:17](=[O:19])[CH3:18])=[CH:11][C:10]=1[O:20][CH3:21])([C:4]([CH3:7])([CH3:6])[CH3:5])([CH3:3])[CH3:2].C([N-]C(C)C)(C)C.[Li+].[C:30](Cl)(=[O:32])[CH3:31].C(OCC)C.CCCCCC>C1COCC1>[Si:1]([O:8][C:9]1[CH:14]=[CH:13][C:12]([CH:15]=[CH:16][C:17](=[O:19])[CH2:18][C:30](=[O:32])[CH3:31])=[CH:11][C:10]=1[O:20][CH3:21])([C:4]([CH3:7])([CH3:6])[CH3:5])([CH3:2])[CH3:3] |f:1.2,4.5|. Conditions: temperature -78 celsius, time 30 minute. Starting materials: C(C)(=O)Cl (Acetyl chloride), [Si](C)(C)(C(C)(C)C)OC1=C(C=C(C=C1)C=CC(C)=O)OC (1-(4'-t-butyldimethylsilyloxy-3'-methoxyphenyl)-1-butene-3-one), C(C)OCC.CCCCCC (ethyl ether hexane), C(C)(C)[N-]C(C)C.[Li+] (Lithium di-isopropyl amide). The solvent is C1CCOC1 (THF), C1CCOC1 (THF). Product: [Si](C)(C)(C(C)(C)C)OC1=C(C=C(C=C1)C=CC(CC(C)=O)=O)OC (1-(4'-t-butyldimethylsilyloxy-3'-methoxyphenyl)-1-hexene-3,5-dione). The reactants are O=C1CCN(C2CCCCC2)c2nc(Cl)ncc2N1, Cl, COc1cc(C(=O)O)ccc1N. Yields the product COc1cc(C(=O)O)ccc1Nc1ncc2c(n1)N(C1CCCCC1)CCC(=O)N2. As a reaction SMILES: [Cl:1][c:2]1[n:3][cH:4][c:5]2[c:6]([n:19]1)[N:7]([CH:13]1[CH2:14][CH2:15][CH2:16][CH2:17][CH2:18]1)[CH2:8][CH2:9][C:10](=[O:12])[NH:11]2.[ClH:32].[NH2:20][c:21]1[c:22]([O:30][CH3:31])[cH:23][c:24]([C:25](=[O:26])[OH:27])[cH:28][cH:29]1>>[c:2]1([NH:20][c:21]2[c:22]([O:30][CH3:31])[cH:23][c:24]([C:25](=[O:26])[OH:27])[cH:28][cH:29]2)[n:3][cH:4][c:5]2[c:6]([n:19]1)[N:7]([CH:13]1[CH2:14][CH2:15][CH2:16][CH2:17][CH2:18]1)[CH2:8][CH2:9][C:10](=[O:12])[NH:11]2. Yields the product C(C)(=O)O.C(C)(=O)O.OC(CNCCNC1=CC=CC=2C(C3=C(C=CC(=C3C(C12)=O)O)O)=O)C (2-(2-hydroxypropylamino)ethylamino-5,8-dihydroxyanthraquinone diacetate salt). Reaction SMILES: [OH:1][CH:2]([CH3:34])[CH2:3][NH:4][CH2:5][CH2:6][NH:7][C:8]1[C:21]2[C:20](=[O:22])[C:19]3[C:14](=[C:15]([OH:24])[CH:16]=[CH:17][C:18]=3[OH:23])[C:13](=[O:25])[C:12]=2[C:11](NCCNCC(O)C)=[CH:10][CH:9]=1.[C:35]([OH:38])(=[O:37])[CH3:36].C(O)C>CC(C)=O>[C:35]([OH:38])(=[O:37])[CH3:36].[C:35]([OH:38])(=[O:37])[CH3:36].[OH:1][CH:2]([CH3:34])[CH2:3][NH:4][CH2:5][CH2:6][NH:7][C:8]1[C:21]2[C:20](=[O:22])[C:19]3[C:14](=[C:15]([OH:24])[CH:16]=[CH:17][C:18]=3[OH:23])[C:13](=[O:25])[C:12]=2[CH:11]=[CH:10][CH:9]=1 |f:4.5.6|. Reported procedure: A mixture of 228 mg. of 1,4-bis[2-(2-hydroxypropylamino)ethylamino]-5,8-dihydroxyanthraquinone, 60 mg. of glacial acetic acid, and 10 ml. of ethanol is heated on a steam bath for 10 minutes, cooled, treated with 50 ml. of acetone and cooled to obtain the title compound. Reactants: OC(CNCCNC1=CC=C(C=2C(C3=C(C=CC(=C3C(C12)=O)O)O)=O)NCCNCC(C)O)C (1,4-bis[2-(2-hydroxypropylamino)ethylamino]-5,8-dihydroxyanthraquinone), C(C)(=O)O (acetic acid), C(C)O (ethanol). Run in CC(=O)C (acetone).